This data is from the Open Reaction Database (ORD), a public repository of structured organic reaction records. The task is: describe an organic reaction: reactants, conditions, products, and yield Isolated yield 96.8%. Run at time 16 hour. The reactants are solution, CN(C)CCCl (dimethylaminoethylchloride), C1(CCCCC1)[NH2+]C1CCCCC1.C(=O)(OCC1=CC=CC=C1)N[C@@H](CC(C(=O)[O-])C(C)(C)C)C(=O)[O-].C1(CCCCC1)[NH2+]C1CCCCC1 (N-carbobenzyloxy-γ-tert.butyl-L-glutamic acid-dicyclohexyl ammonium salt), C(C)(=O)OCC (ethyl acetate). The product is Intermediate I, CN(C(C)OC([C@@H](NC(=O)OCC1=CC=CC=C1)CC(C(=O)O)C(C)(C)C)=O)C (N-carbobenzyloxy-γ-tert.butyl-L-glutamic acid-α-dimethylaminoethyl ester). Solvent: C1=CC=CC=C1 (benzene). RXN SMILES: C1([NH2+]C2CCCCC2)CCCCC1.[C:14]([NH:24][C@H:25]([C:35]([O-:37])=[O:36])[CH2:26][CH:27]([C:31]([CH3:34])([CH3:33])[CH3:32])[C:28]([O-:30])=[O:29])([O:16][CH2:17][C:18]1[CH:23]=[CH:22][CH:21]=[CH:20][CH:19]=1)=[O:15].C1([NH2+]C2CCCCC2)CCCCC1.C(OCC)(=O)C.[CH3:57][N:58]([CH2:60][CH2:61]Cl)[CH3:59]>C1C=CC=CC=1>[CH3:57][N:58]([CH3:59])[CH:60]([O:36][C:35](=[O:37])[C@H:25]([CH2:26][CH:27]([C:31]([CH3:32])([CH3:33])[CH3:34])[C:28]([OH:30])=[O:29])[NH:24][C:14]([O:16][CH2:17][C:18]1[CH:23]=[CH:22][CH:21]=[CH:20][CH:19]=1)=[O:15])[CH3:61] |f:0.1.2|. Procedure: To 28.2 g N-carbobenzyloxy-γ-tert.butyl-L-glutamic acid-dicyclohexyl ammonium salt, 360 ml ethyl acetate and 49.5 ml solution of dimethylaminoethylchloride in the amount of 11.7 g, which stoichiometrically corresponds to two times the molar volume, in benzene were added to be subjected to flux in oil bath at 90° C. for 16 hrs. After cooling, precipitated dicyclohexyl ammonium chloride was filtered off and ethyl acetate phase in the filtrate was washed with diluted hydrochloride to remove excessi... Procedure: To a solution of 3.0 g of dichloroacetic acid in 5 ml of isopropyl alcohol, 3.0 g of tizanidine base (99.15% HPLC) are added. After short heating to boil a solution results, from which, after addition of ethyl acetate, a crystalline precipitated product starts to separate. After cooling to 0 to 5° C. and aspiration 4.15 g tizanidine dichloroacetate are obtained. Run at temperature 2.5 celsius. The reactants are ClC(C(=O)O)Cl (dichloroacetic acid), C1=CC(=C(C=2C1=NSN2)NC3=NCCN3)Cl (tizanidine), C(C)(=O)OCC (ethyl acetate). Yield: 92.0%. The product is C1=CC(=C(C=2C1=NSN2)NC3=NCCN3)Cl.ClC(C(=O)[O-])Cl (tizanidine dichloroacetate). As a reaction SMILES: [Cl:1][CH:2]([Cl:6])[C:3]([OH:5])=[O:4].[CH:7]1[C:12]2=[N:13][S:14][N:15]=[C:11]2[C:10]([NH:16][C:17]2[NH:21][CH2:20][CH2:19][N:18]=2)=[C:9]([Cl:22])[CH:8]=1.C(OCC)(=O)C>C(O)(C)C>[CH:7]1[C:12]2=[N:13][S:14][N:15]=[C:11]2[C:10]([NH:16][C:17]2[NH:21][CH2:20][CH2:19][N:18]=2)=[C:9]([Cl:22])[CH:8]=1.[Cl:1][CH:2]([Cl:6])[C:3]([O-:5])=[O:4] |f:4.5|. The solvent is C(C)(C)O (isopropyl alcohol). Starting materials: O=C([O-])O, c1ccc2c(c1)CC1(CNCc3ccccc31)O2, CN(C)C=O, N#CCCl, [Na+], O. Yields the product N#CCN1Cc2ccccc2C2(Cc3ccccc3O2)C1. RXN SMILES: [C:24](=[O:25])([OH:26])[O-:27].[CH2:6]1[NH:7][CH2:8][C:9]2([O:10][c:11]3[c:12]([cH:14][cH:15][cH:16][cH:17]3)[CH2:13]2)[c:18]2[cH:19][cH:20][cH:21][cH:22][c:23]21.[CH3:1][N:2]([CH3:3])[CH:4]=[O:5].[Cl:29][CH2:30][C:31]#[N:32].[Na+:28].[OH2:33]>>[CH2:6]1[N:7]([CH2:30][C:31]#[N:32])[CH2:8][C:9]2([O:10][c:11]3[c:12]([cH:14][cH:15][cH:16][cH:17]3)[CH2:13]2)[c:18]2[cH:19][cH:20][cH:21][cH:22][c:23]21. The reactants are BrCC=1CS[C@H]2N(C1C(=O)OCC(Cl)(Cl)Cl)C([C@H]2NC(COC2=CC=CC=C2)=O)=O (2,2,2-Trichloroethyl 3-bromomethyl-7β-phenoxyacetamidoceph-3-em-4-carboxylate), 1β-oxide, CS (methanethiol). Solvent: CN(C=O)C (N,N-dimethylformamide). The product is CSCC=1CS[C@H]2N(C1C(=O)OCC(Cl)(Cl)Cl)C([C@H]2NC(COC2=CC=CC=C2)=O)=O (2,2,2-trichloroethyl 3-methylthiomethyl-7β-phenoxyacetamidoceph-3-em-4-carboxylate). As a reaction SMILES: Br[CH2:2][C:3]1[CH2:4][S:5][C@@H:6]2[C@H:18]([NH:19][C:20](=[O:29])[CH2:21][O:22][C:23]3[CH:28]=[CH:27][CH:26]=[CH:25][CH:24]=3)[C:17](=[O:30])[N:7]2[C:8]=1[C:9]([O:11][CH2:12][C:13]([Cl:16])([Cl:15])[Cl:14])=[O:10].[CH3:31][SH:32]>CN(C)C=O>[CH3:31][S:32][CH2:2][C:3]1[CH2:4][S:5][C@@H:6]2[C@H:18]([NH:19][C:20](=[O:29])[CH2:21][O:22][C:23]3[CH:28]=[CH:27][CH:26]=[CH:25][CH:24]=3)[C:17](=[O:30])[N:7]2[C:8]=1[C:9]([O:11][CH2:12][C:13]([Cl:16])([Cl:15])[Cl:14])=[O:10]. Procedure details: 2,2,2-Trichloroethyl 3-bromomethyl-7β-phenoxyacetamidoceph-3-em-4-carboxylate, 1β-oxide (11.48g, 20 mmole) was reacted with methanethiol as in Example D18(i) and the resulting solution in N,N-dimethylformamide used directly in a reduction step as described in Example D18(ii) to provide the solvated title compound as a pale-yellow foam (10.90 g,), [α]D + 37.5° (c, 1.25) λmax. 269 nm (E1cm1% 165) and 276 nm. (E1cm1% 160) inflexion at 263 nm (E1cm1% 151). The P.M.R. spectrum of this product closely... Reactants: Cc1cnc(N2CCN(C(=O)c3ccc(Cl)cc3Br)CC2)c(C)c1, O=C1CCCN1. Yields the product Cc1cnc(N2CCN(C(=O)c3ccc(Cl)cc3N3CCCC3=O)CC2)c(C)c1. RXN SMILES: [Br:1][c:2]1[c:3]([C:9](=[O:10])[N:11]2[CH2:12][CH2:13][N:14]([c:17]3[n:18][cH:19][c:20]([CH3:24])[cH:21][c:22]3[CH3:23])[CH2:15][CH2:16]2)[cH:4][cH:5][c:6]([Cl:8])[cH:7]1.[NH:25]1[C:26](=[O:30])[CH2:27][CH2:28][CH2:29]1>>[c:2]1([N:25]2[C:26](=[O:30])[CH2:27][CH2:28][CH2:29]2)[c:3]([C:9](=[O:10])[N:11]2[CH2:12][CH2:13][N:14]([c:17]3[n:18][cH:19][c:20]([CH3:24])[cH:21][c:22]3[CH3:23])[CH2:15][CH2:16]2)[cH:4][cH:5][c:6]([Cl:8])[cH:7]1. Starting materials: c1ccc(C2(COCCc3coc4c(OC5CCCCO5)cccc34)OCCO2)cc1, C1CCOC1, Cl, O. The product is Oc1cccc2c(CCOCC3(c4ccccc4)OCCO3)coc12. RXN SMILES: [CH2:1]1[O:2][C:3]([CH2:4][O:5][CH2:6][CH2:7][c:8]2[cH:9][o:10][c:11]3[c:12]2[cH:13][cH:14][cH:15][c:16]3[O:17][CH:18]2[CH2:19][CH2:20][CH2:21][CH2:22][O:23]2)([c:24]2[cH:25][cH:26][cH:27][cH:28][cH:29]2)[O:30][CH2:31]1.[CH2:34]1[O:35][CH2:36][CH2:37][CH2:38]1.[ClH:32].[OH2:33]>>[CH2:1]1[O:2][C:3]([CH2:4][O:5][CH2:6][CH2:7][c:8]2[cH:9][o:10][c:11]3[c:12]2[cH:13][cH:14][cH:15][c:16]3[OH:17])([c:24]2[cH:25][cH:26][cH:27][cH:28][cH:29]2)[O:30][CH2:31]1. The reactants are CO, O=C[O-], Cc1ccc2c(Cl)c(C(=O)O)sc2c1, [NH4+], [Na+], [OH-], O, [Pd]. Product: Cc1ccc2cc(C(=O)O)sc2c1. As a reaction SMILES: [CH3:21][OH:22].[CH:1]([O-:2])=[O:3].[Cl:5][c:6]1[c:7]2[c:8]([s:9][c:10]1[C:11](=[O:12])[OH:13])[cH:14][c:15]([CH3:18])[cH:16][cH:17]2.[NH4+:4].[Na+:20].[OH-:19].[OH2:23].[Pd:24]>>[cH:6]1[c:7]2[c:8]([s:9][c:10]1[C:11](=[O:12])[OH:13])[cH:14][c:15]([CH3:18])[cH:16][cH:17]2. The reactants are C(CCC)OC(=O)C1=C(C2=C(S1)C=C(C(=C2)O)O)O (2-butoxycarbonyl-3,5,6-trihydroxybenzo[b]thiophene), [OH-].[Na+] (NaOH). Product: OC=1C2=C(SC1)C=C(C(=C2)O)O (3,5,6-trihydroxybenzo[b]thiophene). Isolated yield 86.0%. RXN SMILES: C(OC([C:8]1[S:12][C:11]2[CH:13]=[C:14]([OH:18])[C:15]([OH:17])=[CH:16][C:10]=2[C:9]=1[OH:19])=O)CCC.[OH-].[Na+]>>[OH:19][C:9]1[C:10]2[CH:16]=[C:15]([OH:17])[C:14]([OH:18])=[CH:13][C:11]=2[S:12][CH:8]=1 |f:1.2|. Procedure details: 2.82 g (10 mmol) XIV and 6.00 g (150 mmol) NaOH were heated under reflux for 3.5 h in 300 ml degassed water. The still hot solution was then acidified with concentrated HCl to pH 1. The compound XV precipitating on cooling in an ice bath was removed and washed with a little diethylether. A yield of 1.57 g XV (8.6 mmol, 86%) was obtained. Reactants: C(C)(=O)O[C@@H]1[C@@]2(CO[C@]([C@@H]([C@H]1OC(C)=O)OC(C)=O)(O2)C2=CC(=C(C=C2)Cl)CC2=CC=C(C=C2)O)COC(C)=O ((1R,2S,3S,4R,55)-1-(acetoxymethyl)-5-(4-chloro-3-(4-hydroxybenzyl)phenyl)-6,8-dioxabicyclo[3.2.1]octane-2,3,4-triyl triacetate), CCN(C(C)C)C(C)C (DIPEA), BrCC(=O)C1=CC=CC=C1 (2-bromo-1-phenylethanone). Run in C(C)OC(C)=O (ethylacetate), C(C)#N (acetonitrile). Conditions: time 8 hour. Yields the product C(C)(=O)O[C@@H]1[C@@]2(CO[C@]([C@@H]([C@H]1OC(C)=O)OC(C)=O)(O2)C2=CC(=C(C=C2)Cl)CC2=CC=C(C=C2)OCC(C2=CC=CC=C2)=O)COC(C)=O ((1R,2S,3S,4R,5S)-1-(acetoxymethyl)-5-(4-chloro-3-(4-(2-oxo-2-phenylethoxy)benzyl)phenyl)-6,8-dioxabicyclo[3.2.1]octane-2,3,4-triyl triacetate). Isolated yield 71.7%. Reaction SMILES: [C:1]([O:4][C@H:5]1[C@H:11]([O:12][C:13](=[O:15])[CH3:14])[C@@H:10]([O:16][C:17](=[O:19])[CH3:18])[C@:9]2([C:21]3[CH:26]=[CH:25][C:24]([Cl:27])=[C:23]([CH2:28][C:29]4[CH:34]=[CH:33][C:32]([OH:35])=[CH:31][CH:30]=4)[CH:22]=3)[O:20][C@@:6]1([CH2:36][O:37][C:38](=[O:40])[CH3:39])[CH2:7][O:8]2)(=[O:3])[CH3:2].CCN(C(C)C)C(C)C.Br[CH2:51][C:52]([C:54]1[CH:59]=[CH:58][CH:57]=[CH:56][CH:55]=1)=[O:53]>C(#N)C.C(OC(=O)C)C>[C:1]([O:4][C@H:5]1[C@H:11]([O:12][C:13](=[O:15])[CH3:14])[C@@H:10]([O:16][C:17](=[O:19])[CH3:18])[C@:9]2([C:21]3[CH:26]=[CH:25][C:24]([Cl:27])=[C:23]([CH2:28][C:29]4[CH:30]=[CH:31][C:32]([O:35][CH2:51][C:52](=[O:53])[C:54]5[CH:59]=[CH:58][CH:57]=[CH:56][CH:55]=5)=[CH:33][CH:34]=4)[CH:22]=3)[O:20][C@@:6]1([CH2:36][O:37][C:38](=[O:40])[CH3:39])[CH2:7][O:8]2)(=[O:3])[CH3:2]. Procedure: To a solution of (1R,2S,3S,4R,55)-1-(acetoxymethyl)-5-(4-chloro-3-(4-hydroxybenzyl)phenyl)-6,8-dioxabicyclo[3.2.1]octane-2,3,4-triyl triacetate (260 mg, 0.46 mmol) and DIPEA (0.38 mL, 2.25 mmol) in acetonitrile (2.25 mL), 2-bromo-1-phenylethanone (269 mg, 1.3 mmol) was added at r.t. and stirred overnight. After completion of the reaction as confirmed by TLC, the reaction mixture was diluted with ethylacetate (100 mL) and washed with water (20 mL) and brine (20 mL) successively. The organic layer... Reactants: CCCCC([Sn])=C(CCCC)CCCC, COC(=O)c1sc(-c2ccc(Cl)cc2)cc1Br, Cc1ccccc1, c1ccc(P(c2ccccc2)(c2ccccc2)[Pd](P(c2ccccc2)(c2ccccc2)c2ccccc2)(P(c2ccccc2)(c2ccccc2)c2ccccc2)P(c2ccccc2)(c2ccccc2)c2ccccc2)cc1. Yields the product C=Cc1cc(-c2ccc(Cl)cc2)sc1C(=O)OC. Reaction SMILES: [CH2:18]([CH2:19][CH2:31][CH3:32])[C:20]([Sn:21])=[C:22]([CH2:23][CH2:24][CH2:25][CH3:26])[CH2:27][CH2:28][CH2:29][CH3:30].[CH3:1][O:2][C:3](=[O:4])[c:5]1[s:6][c:7](-[c:11]2[cH:12][cH:13][c:14]([Cl:17])[cH:15][cH:16]2)[cH:8][c:9]1[Br:10].[CH3:33][c:34]1[cH:35][cH:36][cH:37][cH:38][cH:39]1.[cH:40]1[cH:41][cH:42][c:43]([P:44]([Pd:45]([P:46]([c:47]2[cH:48][cH:49][cH:50][cH:51][cH:52]2)([c:53]2[cH:54][cH:55][cH:56][cH:57][cH:58]2)[c:59]2[cH:60][cH:61][cH:62][cH:63][cH:64]2)([P:65]([c:66]2[cH:67][cH:68][cH:69][cH:70][cH:71]2)([c:72]2[cH:73][cH:74][cH:75][cH:76][cH:77]2)[c:78]2[cH:79][cH:80][cH:81][cH:82][cH:83]2)[P:84]([c:85]2[cH:86][cH:87][cH:88][cH:89][cH:90]2)([c:91]2[cH:92][cH:93][cH:94][cH:95][cH:96]2)[c:97]2[cH:98][cH:99][cH:100][cH:101][cH:102]2)([c:103]2[cH:104][cH:105][cH:106][cH:107][cH:108]2)[c:109]2[cH:110][cH:111][cH:112][cH:113][cH:114]2)[cH:115][cH:116]1>>[CH3:1][O:2][C:3](=[O:4])[c:5]1[s:6][c:7](-[c:11]2[cH:12][cH:13][c:14]([Cl:17])[cH:15][cH:16]2)[cH:8][c:9]1[CH:18]=[CH2:19].